From a dataset of the Open Reaction Database (ORD), a public repository of structured organic reaction records. describe an organic reaction: reactants, conditions, products, and yield Starting materials: N1C=CC=2C1=NC=CC2C2=NN=C(O2)S (5-(1H-pyrrolo[2,3-b]pyridin-4-yl)-1,3,4-oxadiazole-2-thiol), FC=1C=C(CBr)C=CC1 (3-fluorobenzyl bromide). Product: FC=1C=C(CSC2=NN=C(O2)C2=C3C(=NC=C2)NC=C3)C=CC1 (4-[5-[(3-fluorobenzyl)thio]-1,3,4-oxadiazol-2-yl]-1H-pyrrolo[2,3-b]pyridine). Yield: 64.0%. RXN SMILES: [NH:1]1[C:5]2=[N:6][CH:7]=[CH:8][C:9]([C:10]3[O:14][C:13]([SH:15])=[N:12][N:11]=3)=[C:4]2[CH:3]=[CH:2]1.[F:16][C:17]1[CH:18]=[C:19]([CH:22]=[CH:23][CH:24]=1)[CH2:20]Br>>[F:16][C:17]1[CH:18]=[C:19]([CH:22]=[CH:23][CH:24]=1)[CH2:20][S:15][C:13]1[O:14][C:10]([C:9]2[CH:8]=[CH:7][N:6]=[C:5]3[NH:1][CH:2]=[CH:3][C:4]=23)=[N:11][N:12]=1. Procedure: In the same manner as in Example 1 and using 5-(1H-pyrrolo[2,3-b]pyridin-4-yl)-1,3,4-oxadiazole-2-thiol 5/6 triethylamine salt instead of 5-(benzothiazol-6-yl)-1,3,4-oxadiazole-2-thiol and 3-fluorobenzyl bromide instead of 3-(trifluoromethyl)benzyl chloride, the title compound (yield 64%) was obtained as pale-yellow crystals. Starting materials: CC(=O)O, Cl, [Cu], O=N[O-], [Na+], O, Nc1nnc(-c2cccnc2)s1. Product: Clc1nnc(-c2cccnc2)s1. Reaction SMILES: [CH3:13][C:14](=[O:15])[OH:16].[ClH:17].[Cu:23].[N:18]([O-:19])=[O:20].[Na+:21].[OH2:22].[n:1]1[cH:2][c:3](-[c:7]2[n:8][n:9][c:10]([NH2:12])[s:11]2)[cH:4][cH:5][cH:6]1>>[n:1]1[cH:2][c:3](-[c:7]2[n:8][n:9][c:10]([Cl:17])[s:11]2)[cH:4][cH:5][cH:6]1. Starting materials: C, COc1ccc(C(=O)N2CCCC2=O)cc1OCc1ccccc1, CO, [Pd]. The product is COc1ccc(C(=O)N2CCCC2=O)cc1O. RXN SMILES: [C:27].[CH2:1]([c:2]1[cH:3][cH:4][cH:5][cH:6][cH:7]1)[O:8][c:9]1[cH:10][c:11]([C:12](=[O:13])[N:14]2[C:15](=[O:19])[CH2:16][CH2:17][CH2:18]2)[cH:20][cH:21][c:22]1[O:23][CH3:24].[CH3:25][OH:26].[Pd:28]>>[OH:8][c:9]1[cH:10][c:11]([C:12](=[O:13])[N:14]2[C:15](=[O:19])[CH2:16][CH2:17][CH2:18]2)[cH:20][cH:21][c:22]1[O:23][CH3:24]. Reactants: O=C(O)C(=O)O, CN(C)CCCC(O)(c1ccc(F)cc1)c1ccc(C#N)cc1CO, CS(C)=O, CC(C)O, O=[N+]([O-])c1cc(Cl)ccc1Cl, [K+], [K+], O=C([O-])[O-], O, O, O. RXN SMILES: [C:45]([C:46](=[O:47])[OH:48])(=[O:49])[OH:50].[CH3:1][N:2]([CH2:3][CH2:4][CH2:5][C:6]([OH:7])([c:8]1[cH:9][cH:10][c:11]([F:14])[cH:12][cH:13]1)[c:15]1[c:16]([CH2:23][OH:24])[cH:17][c:18]([C:19]#[N:20])[cH:21][cH:22]1)[CH3:25].[CH3:56][S:57]([CH3:58])=[O:59].[CH:51]([OH:52])([CH3:53])[CH3:54].[Cl:32][c:33]1[cH:34][cH:35][c:36]([Cl:37])[cH:38][c:39]1[N+:40]([O-:41])=[O:42].[K+:26].[K+:27].[O-:28][C:29]([O-:30])=[O:31].[OH2:43].[OH2:44].[OH2:55]>>[C:45]([C:46](=[O:47])[OH:48])(=[O:49])[OH:50].[CH3:1][N:2]([CH2:3][CH2:4][CH2:5][C:6]1([c:8]2[cH:9][cH:10][c:11]([F:14])[cH:12][cH:13]2)[O:7][CH2:23][c:16]2[c:15]1[cH:22][cH:21][c:18]([C:19]#[N:20])[cH:17]2)[CH3:25]. The product is O=C(O)C(=O)O, CN(C)CCCC1(c2ccc(F)cc2)OCc2cc(C#N)ccc21. Reaction SMILES: [CH2:29]1[CH2:30][CH2:31][NH:32][CH2:33][CH2:34]1.[CH3:45][N:46]([CH3:47])[CH:48]=[O:49].[CH:35]([N:36]([CH:37]([CH3:38])[CH3:39])[CH2:40][CH3:41])([CH3:42])[CH3:43].[NH2:1][c:2]1[c:3]([F:28])[c:4]([CH2:22][O:23][C:24]([CH2:25][Cl:26])=[O:27])[c:5]([F:21])[c:6]2[c:7]1[c:8](=[O:20])[cH:9][c:10](-[c:12]1[cH:13][c:14]([F:19])[c:15]([NH2:18])[cH:16][cH:17]1)[o:11]2.[OH2:44]>>[NH2:1][c:2]1[c:3]([F:28])[c:4]([CH2:22][O:23][C:24]([CH2:25][N:32]2[CH2:31][CH2:30][CH2:29][CH2:34][CH2:33]2)=[O:27])[c:5]([F:21])[c:6]2[c:7]1[c:8](=[O:20])[cH:9][c:10](-[c:12]1[cH:13][c:14]([F:19])[c:15]([NH2:18])[cH:16][cH:17]1)[o:11]2. Product: Nc1ccc(-c2cc(=O)c3c(N)c(F)c(COC(=O)CN4CCCCC4)c(F)c3o2)cc1F. Reactants: C1CCNCC1, CN(C)C=O, CCN(C(C)C)C(C)C, Nc1ccc(-c2cc(=O)c3c(N)c(F)c(COC(=O)CCl)c(F)c3o2)cc1F, O.